This data is from the Open Reaction Database (ORD), a public repository of structured organic reaction records. The task is: describe an organic reaction: reactants, conditions, products, and yield Starting materials: O=C([O-])[O-], COC(=O)CN(c1ccc2c(c1)nc(Cc1ccc(C(=N)N)cc1)n2C)S(=O)(=O)c1cccc2cccnc12, CC(C)=O, COC(=O)Cl, Cl, [K+], [K+], O. Yields the product COC(=O)CN(c1ccc2c(c1)nc(Cc1ccc(C(N)=NC(=O)OC)cc1)n2C)S(=O)(=O)c1cccc2cccnc12. As a reaction SMILES: [C:41](=[O:42])([O-:43])[O-:44].[CH3:2][O:3][C:4](=[O:5])[CH2:6][N:7]([c:8]1[cH:9][c:10]2[c:11]([n:12]([CH3:25])[c:13]([CH2:15][c:16]3[cH:17][cH:18][c:19]([C:20](=[NH:21])[NH2:22])[cH:23][cH:24]3)[n:14]2)[cH:26][cH:27]1)[S:28](=[O:29])(=[O:30])[c:31]1[cH:32][cH:33][cH:34][c:35]2[cH:36][cH:37][cH:38][n:39][c:40]12.[CH3:47][C:48](=[O:49])[CH3:50].[CH3:51][O:52][C:53](=[O:54])[Cl:55].[ClH:1].[K+:45].[K+:46].[OH2:56]>>[CH3:2][O:3][C:4](=[O:5])[CH2:6][N:7]([c:8]1[cH:9][c:10]2[c:11]([n:12]([CH3:25])[c:13]([CH2:15][c:16]3[cH:17][cH:18][c:19]([C:20](=[N:21][C:53]([O:52][CH3:51])=[O:54])[NH2:22])[cH:23][cH:24]3)[n:14]2)[cH:26][cH:27]1)[S:28](=[O:29])(=[O:30])[c:31]1[cH:32][cH:33][cH:34][c:35]2[cH:36][cH:37][cH:38][n:39][c:40]12.